Dataset: the Open Reaction Database (ORD), a public repository of structured organic reaction records. Task: describe an organic reaction: reactants, conditions, products, and yield The reactants are CC(=O)O[BH-](OC(C)=O)OC(C)=O, CSCCOc1cnc(N)nc1, CC(=O)O, Cc1ccccc1, CCN(CC1CCCC1)c1ccc(C(F)(F)F)cc1C=O, [Na+], O. Product: CCN(CC1CCCC1)c1ccc(C(F)(F)F)cc1CNc1ncc(OCCSC)cn1. As a reaction SMILES: [C:38]([O:39][BH-:40]([O:41][C:42](=[O:43])[CH3:44])[O:45][C:46](=[O:47])[CH3:48])(=[O:49])[CH3:50].[CH3:22][S:23][CH2:24][CH2:25][O:26][c:27]1[cH:28][n:29][c:30]([NH2:33])[n:31][cH:32]1.[CH3:34][C:35](=[O:36])[OH:37].[CH3:52][c:53]1[cH:54][cH:55][cH:56][cH:57][cH:58]1.[CH:1]1([CH2:6][N:7]([c:8]2[c:9]([CH:10]=[O:11])[cH:12][c:13]([C:16]([F:17])([F:18])[F:19])[cH:14][cH:15]2)[CH2:20][CH3:21])[CH2:2][CH2:3][CH2:4][CH2:5]1.[Na+:51].[OH2:59]>>[CH:1]1([CH2:6][N:7]([c:8]2[c:9]([CH2:10][NH:33][c:30]3[n:29][cH:28][c:27]([O:26][CH2:25][CH2:24][S:23][CH3:22])[cH:32][n:31]3)[cH:12][c:13]([C:16]([F:17])([F:18])[F:19])[cH:14][cH:15]2)[CH2:20][CH3:21])[CH2:2][CH2:3][CH2:4][CH2:5]1.